This data is from the Open Reaction Database (ORD), a public repository of structured organic reaction records. The task is: describe an organic reaction: reactants, conditions, products, and yield The reactants are [Mg+]Cc1ccccc1, C1CCOC1, [Cl-], COc1ccc(F)cc1C(C)(C)CC(=O)C(F)(F)F. Product: COc1ccc(F)cc1C(C)(C)CC(O)(Cc1ccccc1)C(F)(F)F. As a reaction SMILES: [CH2:21]([c:22]1[cH:23][cH:24][cH:25][cH:26][cH:27]1)[Mg+:28].[CH2:29]1[O:30][CH2:31][CH2:32][CH2:33]1.[Cl-:20].[F:1][C:2]([C:3]([CH2:4][C:5]([CH3:6])([CH3:7])[c:8]1[c:9]([O:15][CH3:16])[cH:10][cH:11][c:12]([F:14])[cH:13]1)=[O:17])([F:18])[F:19]>>[F:1][C:2]([C:3]([CH2:4][C:5]([CH3:6])([CH3:7])[c:8]1[c:9]([O:15][CH3:16])[cH:10][cH:11][c:12]([F:14])[cH:13]1)([OH:17])[CH2:21][c:22]1[cH:23][cH:24][cH:25][cH:26][cH:27]1)([F:18])[F:19]. The reactants are ClC1=CC=C(C=NNC2=NOCC3=C2C=CC=C3)C=C1 (4-[2-(4-chlorobenzyliden)hydrazino]-1H-2,3-benzoxazine). Run in C(C)O (ethanol). Yields the product ClC1=CC=C(C=C1)C1=NNC(=N1)C1=C(C=CC=C1)CO (3-(4-chlorophenyl)-5-(2-hydroxymethylphenyl)-1H-1,2,4-triazole). Isolated yield 57.0%. As a reaction SMILES: [Cl:1][C:2]1[CH:20]=[CH:19][C:5]([CH:6]=[N:7][NH:8][C:9]2[C:14]3[CH:15]=[CH:16][CH:17]=[CH:18][C:13]=3[CH2:12][O:11][N:10]=2)=[CH:4][CH:3]=1>C(O)C>[Cl:1][C:2]1[CH:20]=[CH:19][C:5]([C:6]2[N:10]=[C:9]([C:14]3[CH:15]=[CH:16][CH:17]=[CH:18][C:13]=3[CH2:12][OH:11])[NH:8][N:7]=2)=[CH:4][CH:3]=1. Procedure: The compound of the title is prepared following the procedure described in the foregoing example starting from 4-[2-(4-chlorobenzyliden)hydrazino]-1H-2,3-benzoxazine. Yield 57%. M.p. 252°-54° C. (from ethanol). Reactants: BrC=1C=CC(=C(C1)CO)I ((5-bromo-2-iodo-phenyl)-methanol), [H-].[Na+] (sodium hydride), C(C)(C)(C)[Si](Cl)(C)C (tert-butyl-dimethylchloro silane), [I-].[K+] (potassium iodide). Run in CN(C=O)C (N,N-dimethylformamide), CN(C=O)C (N,N-dimethylformamide). Conditions: time 1 hour. Yields the product BrC=1C=CC(=C(CO[Si](C)(C)C(C)(C)C)C1)I ((5-Bromo-2-iodo-benzyloxy)-tert-butyl-dimethyl-silane). As a reaction SMILES: [Br:1][C:2]1[CH:3]=[CH:4][C:5]([I:10])=[C:6]([CH2:8][OH:9])[CH:7]=1.[H-].[Na+].[C:13]([Si:17]([CH3:20])([CH3:19])Cl)([CH3:16])([CH3:15])[CH3:14].[I-].[K+]>CN(C)C=O>[Br:1][C:2]1[CH:3]=[CH:4][C:5]([I:10])=[C:6]([CH:7]=1)[CH2:8][O:9][Si:17]([C:13]([CH3:16])([CH3:15])[CH3:14])([CH3:20])[CH3:19] |f:1.2,4.5|. Procedure details: A solution of 9.59 mmol (5-bromo-2-iodo-phenyl)-methanol [199786-58-8] in 10 ml of N,N-dimethylformamide is added at room temperature dropwise to a mixture of 11.5 mmol of sodium hydride (60% in paraffine) in 20 ml of N,N-dimethylformamide. The mixture is stirred for 1 h at room temperature. 10.6 mmol of tert-butyl-dimethylchloro silane and 1.00 mmol of potassium iodide are added and the mixture stirred for 30 minutes at room temperature. The reaction is quenched with water and extracted with to...